This data is from the Open Reaction Database (ORD), a public repository of structured organic reaction records. The task is: describe an organic reaction: reactants, conditions, products, and yield Starting materials: ClC1=NC=C(C(=N1)Cl)C(F)(F)F (2,4-dichloro-5-(trifluoromethyl)pyrimidine), N1C=CC2=CC=CC=C12 (1H-indole). The product is ClC1=NC=C(C(=N1)C1=CNC2=CC=CC=C12)C(F)(F)F (3-(2-Chloro-5-(trifluoromethyl)pyrimidin-4-yl)-1H-indole). Reaction SMILES: [Cl:1][C:2]1[N:7]=[C:6](Cl)[C:5]([C:9]([F:12])([F:11])[F:10])=[CH:4][N:3]=1.[NH:13]1[C:21]2[C:16](=[CH:17][CH:18]=[CH:19][CH:20]=2)[CH:15]=[CH:14]1>>[Cl:1][C:2]1[N:7]=[C:6]([C:15]2[C:16]3[C:21](=[CH:20][CH:19]=[CH:18][CH:17]=3)[NH:13][CH:14]=2)[C:5]([C:9]([F:12])([F:11])[F:10])=[CH:4][N:3]=1. Procedure: Starting materials: 2,4-dichloro-5-(trifluoromethyl)pyrimidine and 1H-indole. m/z 298. Reactants: Cl, CN(C(=O)N(C)C1CN(C(=O)C2CCNCC2)CC1c1ccc(F)cc1)c1cc(C(F)(F)F)cc(C(F)(F)F)c1, O=C(O)C(F)F. Product: CN(C(=O)N(C)C1CN(C(=O)C2CCN(C(=O)C(F)F)CC2)CC1c1ccc(F)cc1)c1cc(C(F)(F)F)cc(C(F)(F)F)c1. RXN SMILES: [ClH:1].[F:2][C:3]([c:4]1[cH:5][c:6]([N:14]([C:15](=[O:16])[N:17]([CH3:18])[CH:19]2[CH2:20][N:21]([C:31](=[O:32])[CH:33]3[CH2:34][CH2:35][NH:36][CH2:37][CH2:38]3)[CH2:22][CH:23]2[c:24]2[cH:25][cH:26][c:27]([F:30])[cH:28][cH:29]2)[CH3:39])[cH:7][c:8]([C:10]([F:11])([F:12])[F:13])[cH:9]1)([F:40])[F:41].[OH:42][C:43](=[O:44])[CH:45]([F:46])[F:47]>>[F:2][C:3]([c:4]1[cH:5][c:6]([N:14]([C:15](=[O:16])[N:17]([CH3:18])[CH:19]2[CH2:20][N:21]([C:31](=[O:32])[CH:33]3[CH2:34][CH2:35][N:36]([C:43](=[O:42])[CH:45]([F:46])[F:47])[CH2:37][CH2:38]3)[CH2:22][CH:23]2[c:24]2[cH:25][cH:26][c:27]([F:30])[cH:28][cH:29]2)[CH3:39])[cH:7][c:8]([C:10]([F:11])([F:12])[F:13])[cH:9]1)([F:40])[F:41]. The reactants are O=[N+]([O-])c1ccc(CCBr)cc1, O=C([O-])[O-], COc1cc2c(cc1OC)CNCC2, CCOCC, CC(C)O, Cl, [K+], [K+]. The product is COc1cc2c(cc1OC)CN(CCc1ccc([N+](=O)[O-])cc1)CC2. RXN SMILES: [Br:1][CH2:2][CH2:3][c:4]1[cH:5][cH:6][c:7]([N+:10](=[O:11])[O-:12])[cH:8][cH:9]1.[C:28](=[O:29])([O-:30])[O-:31].[CH3:14][O:15][c:16]1[cH:17][c:18]2[c:23]([cH:24][c:25]1[O:26][CH3:27])[CH2:22][NH:21][CH2:20][CH2:19]2.[CH3:38][CH2:39][O:40][CH2:41][CH3:42].[CH:34]([OH:35])([CH3:36])[CH3:37].[ClH:13].[K+:32].[K+:33]>>[CH2:2]([CH2:3][c:4]1[cH:5][cH:6][c:7]([N+:10](=[O:11])[O-:12])[cH:8][cH:9]1)[N:21]1[CH2:20][CH2:19][c:18]2[cH:17][c:16]([O:15][CH3:14])[c:25]([O:26][CH3:27])[cH:24][c:23]2[CH2:22]1. Starting materials: N(=NC(=O)OC(C)C)C(=O)OC(C)C (diisopropyl azodicarboxylate), C(C)(=O)O[C@H]1C(O)S[C@@H]([C@H]([C@@H]1OC(C)=O)OC(C)=O)COC(C)=O (2,3,4,6-Tetra-O-acetyl-5-thio-D-glucopyranose), C(C)C1=CC=C(CC2=C(O)C=CC=C2O)C=C1 (2-(4-ethylbenzyl)resorcinol), C1(=CC=CC=C1)P(C1=CC=CC=C1)C1=CC=CC=C1 (triphenylphosphine). The solvent is C1(=CC=CC=C1)C (toluene). Conditions: time 24 hour. Product: C(C)(=O)O[C@H]1[C@H](OC2=C(C(=CC=C2)O)CC2=CC=C(C=C2)CC)S[C@@H]([C@H]([C@@H]1OC(C)=O)OC(C)=O)COC(C)=O (3-hydroxy-2-(4-ethylbenzyl)phenyl 2,3,4,6-tetra-O-acetyl-5-thio-β-D-glucopyranoside). Isolated yield 16.6%. RXN SMILES: [C:1]([O:4][C@@H:5]1[C@@H:11]([O:12][C:13](=[O:15])[CH3:14])[C@H:10]([O:16][C:17](=[O:19])[CH3:18])[C@@H:9]([CH2:20][O:21][C:22](=[O:24])[CH3:23])[S:8][CH:6]1[OH:7])(=[O:3])[CH3:2].[CH2:25]([C:27]1[CH:41]=[CH:40][C:30]([CH2:31][C:32]2[C:38](O)=[CH:37][CH:36]=[CH:35][C:33]=2[OH:34])=[CH:29][CH:28]=1)[CH3:26].C1(P(C2C=CC=CC=2)C2C=CC=CC=2)C=CC=CC=1.N(C(OC(C)C)=O)=NC(OC(C)C)=O>C1(C)C=CC=CC=1>[C:1]([O:4][C@@H:5]1[C@@H:11]([O:12][C:13](=[O:15])[CH3:14])[C@H:10]([O:16][C:17](=[O:19])[CH3:18])[C@@H:9]([CH2:20][O:21][C:22](=[O:24])[CH3:23])[S:8][C@H:6]1[O:7][C:38]1[CH:37]=[CH:36][CH:35]=[C:33]([OH:34])[C:32]=1[CH2:31][C:30]1[CH:29]=[CH:28][C:27]([CH2:25][CH3:26])=[CH:41][CH:40]=1)(=[O:3])[CH3:2]. Procedure details: 2,3,4,6-Tetra-O-acetyl-5-thio-D-glucopyranose (1.29 g, 3.54 mmol), 2-(4-ethylbenzyl)resorcinol (2.42 g, 10.6 mmol), triphenylphosphine (1.86 g, 7.09 mmol) and toluene (13 mL) were mixed, and to the resulting mixture, diisopropyl azodicarboxylate (40% in toluene, 3.58 g) was then slowly added dropwise in ice. After stirring at room temperature for 24 hours, the reaction mixture was concentrated and the resulting residue was purified by silica gel column chromatography (hexane:ethyl acetate=65:35–... Starting materials: CN1CCCCC1 (1-methyl piperidine), CCOCC (ether), C(C)OC=1C=C(C=CC1OC)C(CC(=O)O)N1C(C2=CC=CC=C2C1)=O (3-(3-ethoxy-4-methoxyphenyl)-3-(1-oxoisoindolinyl)propanoic acid), N,N′-carbonyldiimidazole, Cl.CON (O-methyl hydroxylamine hydrochloride). Run in C(Cl)Cl (methylene chloride). Conditions: time 30 minute. Product: C(C)OC=1C=C(C=CC1OC)C(CC(=O)NOC)N1C(C2=CC=CC=C2C1)=O (3-(3-ethoxy-4-methoxyphenyl)-N-methoxy-3-(1-oxoisoindolinyl)-propionamide). The yield is 66.4%. As a reaction SMILES: [CH2:1]([O:3][C:4]1[CH:5]=[C:6]([CH:12]([N:17]2[CH2:25][C:24]3[C:19](=[CH:20][CH:21]=[CH:22][CH:23]=3)[C:18]2=[O:26])[CH2:13][C:14]([OH:16])=O)[CH:7]=[CH:8][C:9]=1[O:10][CH3:11])[CH3:2].Cl.[CH3:28][O:29][NH2:30].CN1CCCCC1.CCOCC>C(Cl)Cl>[CH2:1]([O:3][C:4]1[CH:5]=[C:6]([CH:12]([N:17]2[CH2:25][C:24]3[C:19](=[CH:20][CH:21]=[CH:22][CH:23]=3)[C:18]2=[O:26])[CH2:13][C:14]([NH:30][O:29][CH3:28])=[O:16])[CH:7]=[CH:8][C:9]=1[O:10][CH3:11])[CH3:2] |f:1.2|. Reported procedure: A mixture of 3-(3-ethoxy-4-methoxyphenyl)-3-(1-oxoisoindolinyl)propanoic acid (500 mg, 1.41 mmol) and N,N′-carbonyldiimidazole (250 mg, 1.54 mmol) in methylene chloride (30 mL) under nitrogen was stirred at room temperature for 30 minutes. To the solution was added O-methyl hydroxylamine hydrochloride (175 mg, 2.09 mmol) followed by the addition of 1-methyl piperidine (0.26 mL, 2.14 mmol). The mixture was stirred at room temperature for 2 hours and then was heated to reflux for 14 hours. The coo...